Task: describe an organic reaction: reactants, conditions, products, and yield. Dataset: the Open Reaction Database (ORD), a public repository of structured organic reaction records As a reaction SMILES: [NH:1]1[CH:5]=[CH:4][CH:3]=[N:2]1.Cl[C:7]1[N:8]=[C:9]([NH:18][CH2:19][C:20]2[CH:25]=[CH:24][C:23]3[O:26][CH2:27][O:28][C:22]=3[CH:21]=2)[C:10]2[C:15]([CH3:16])=[C:14]([CH3:17])[S:13][C:11]=2[N:12]=1>>[N:1]1([C:7]2[N:8]=[C:9]([NH:18][CH2:19][C:20]3[CH:25]=[CH:24][C:23]4[O:26][CH2:27][O:28][C:22]=4[CH:21]=3)[C:10]3[C:15]([CH3:16])=[C:14]([CH3:17])[S:13][C:11]=3[N:12]=2)[CH:5]=[CH:4][CH:3]=[N:2]1. The product is N1(N=CC=C1)C=1N=C(C2=C(N1)SC(=C2C)C)NCC2=CC1=C(C=C2)OCO1 (2-(pyrazol-1-yl)-5,6-dimethyl-4-(3,4-methylenedioxybenzylamino)-thieno-[2,3-d]-pyrimidine). Starting materials: N1N=CC=C1 (pyrazole), ClC=1N=C(C2=C(N1)SC(=C2C)C)NCC2=CC1=C(C=C2)OCO1 (2-chloro-5,6-dimethyl-4-(3,4-methylenedioxybenzylamino)-thieno-[2,3-d]-pyrimidine). Procedure: Following the procedure of Example 97, the reaction of pyrazole with 2-chloro-5,6-dimethyl-4-(3,4-methylenedioxybenzylamino)-thieno-[2,3-d]-pyrimidine gives 2-(pyrazol-1-yl)-5,6-dimethyl-4-(3,4-methylenedioxybenzylamino)-thieno-[2,3-d]-pyrimidine. Reactants: C1CCC2=NCCCN2CC1, Cc1cccnc1CO, COCCOC, Cc1ccc(-c2nc(N)nc(S(C)=O)c2C#N)o1. Product: Cc1ccc(-c2nc(N)nc(OCc3ncccc3C)c2C#N)o1. Reaction SMILES: [CH2:28]1[CH2:29][CH2:30][C:31]2=[N:36][CH2:35][CH2:34][CH2:33][N:32]2[CH2:37][CH2:38]1.[CH3:19][c:20]1[c:21]([CH2:26][OH:27])[n:22][cH:23][cH:24][cH:25]1.[CH3:39][O:40][CH2:41][CH2:42][O:43][CH3:44].[NH2:1][c:2]1[n:3][c:4](-[c:13]2[o:14][c:15]([CH3:18])[cH:16][cH:17]2)[c:5]([C:11]#[N:12])[c:6]([S:8]([CH3:9])=[O:10])[n:7]1>>[NH2:1][c:2]1[n:3][c:4](-[c:13]2[o:14][c:15]([CH3:18])[cH:16][cH:17]2)[c:5]([C:11]#[N:12])[c:6]([O:27][CH2:26][c:21]2[c:20]([CH3:19])[cH:25][cH:24][cH:23][n:22]2)[n:7]1. The reactants are CCC(=O)O, NC(=O)c1ccc(Cl)cc1Cl, [Cu]. Yields the product NC(=O)c1ccc(Cl)cc1. As a reaction SMILES: [CH3:12][CH2:13][C:14](=[O:15])[OH:16].[Cl:1][c:2]1[c:3]([C:4](=[O:5])[NH2:6])[cH:7][cH:8][c:9]([Cl:11])[cH:10]1.[Cu:17]>>[cH:2]1[c:3]([C:4](=[O:5])[NH2:6])[cH:7][cH:8][c:9]([Cl:11])[cH:10]1.